From a dataset of the Open Reaction Database (ORD), a public repository of structured organic reaction records. describe an organic reaction: reactants, conditions, products, and yield Reactants: CC(C)(C)OC(=O)N1CCNCC1, c1ccccc1, O=Cc1ccccn1, c1ccc2[nH]nnc2c1. Yields the product CC(C)(C)OC(=O)N1CCN(C(c2ccccn2)n2nnc3ccccc32)CC1. Reaction SMILES: [N:9]1([C:15](=[O:16])[O:17][C:18]([CH3:19])([CH3:20])[CH3:21])[CH2:10][CH2:11][NH:12][CH2:13][CH2:14]1.[cH:31]1[cH:32][cH:33][cH:34][cH:35][cH:36]1.[n:1]1[c:2]([CH:7]=[O:8])[cH:3][cH:4][cH:5][cH:6]1.[nH:22]1[n:23][n:24][c:25]2[c:26]1[cH:27][cH:28][cH:29][cH:30]2>>[n:1]1[c:2]([CH:7]([N:12]2[CH2:11][CH2:10][N:9]([C:15](=[O:16])[O:17][C:18]([CH3:19])([CH3:20])[CH3:21])[CH2:14][CH2:13]2)[n:22]2[n:23][n:24][c:25]3[c:26]2[cH:27][cH:28][cH:29][cH:30]3)[cH:3][cH:4][cH:5][cH:6]1. The reactants are O=C1CCC1, CCOCC, CC(C)[Mg+], [Cl-], N#Cc1ccc(I)cc1. Yields the product N#Cc1ccc(C2(O)CCC2)cc1. As a reaction SMILES: [C:15]1(=[O:19])[CH2:16][CH2:17][CH2:18]1.[CH3:20][CH2:21][O:22][CH2:23][CH3:24].[CH:11]([Mg+:12])([CH3:13])[CH3:14].[Cl-:10].[I:1][c:2]1[cH:3][cH:4][c:5]([C:6]#[N:7])[cH:8][cH:9]1>>[c:2]1([C:15]2([OH:19])[CH2:16][CH2:17][CH2:18]2)[cH:3][cH:4][c:5]([C:6]#[N:7])[cH:8][cH:9]1. Reactants: compound, C(C1=CC=CC=C1)OC(=O)N[C@@H]1CC[C@H](CC1)C(=O)O ((trans)-4-(benzyloxycarbonylamino)cyclohexanecarboxylic acid), C([O-])([O-])=O.[K+].[K+] (potassium carbonate), BrCC(F)F (2-bromo-1,1-difluoroethane), BrC=1N=C(N2C1C(=NC=C2)C)[C@@H]2CC[C@H](CC2)N ((trans)-4-(1-bromo-8-methylimidazo[1,5-a]pyrazin-3-yl)cyclohexanamine), BrCC(F)F (2-bromo-1,1-difluoroethane). The solvent is CN(C=O)C (N,N-dimethylformamide). Reaction conditions: temperature 60 celsius. Product: BrC=1N=C(N2C1C(=NC=C2)C)[C@@H]2CC[C@H](CC2)NCC(F)F ((trans)-4-(1-bromo-8-methylimidazo[1,5-a]pyrazin-3-yl)-N-(2,2-difluoroethyl)cyclohexanamine). As a reaction SMILES: C(OC(N[C@H]1CC[C@H](C(O)=O)CC1)=O)C1C=CC=CC=1.[Br:21][C:22]1[N:23]=[C:24]([C@H:32]2[CH2:37][CH2:36][C@H:35]([NH2:38])[CH2:34][CH2:33]2)[N:25]2[CH:30]=[CH:29][N:28]=[C:27]([CH3:31])[C:26]=12.C(=O)([O-])[O-].[K+].[K+].Br[CH2:46][CH:47]([F:49])[F:48]>CN(C)C=O>[Br:21][C:22]1[N:23]=[C:24]([C@H:32]2[CH2:37][CH2:36][C@H:35]([NH:38][CH2:46][CH:47]([F:49])[F:48])[CH2:34][CH2:33]2)[N:25]2[CH:30]=[CH:29][N:28]=[C:27]([CH3:31])[C:26]=12 |f:2.3.4|. Procedure: Using the procedures described in example 17 (trans)-4-(benzyloxycarbonylamino)cyclohexanecarboxylic acid was used to prepare (trans)-4-(1-bromo-8-methylimidazo[1,5-a]pyrazin-3-yl)cyclohexanamine. The latter compound (0.217 mmol, 67.1 mg) was dissolved in N,N-dimethylformamide, potassium carbonate (0.651 mmol, 90 mg) was added followed by 2-bromo-1,1-difluoroethane (0.217 mmol, 17.47 μl, 31.5 mg) and the reaction mixture was stirred in the micro wave at 60° C. After one hour another amount of 2-... Reactants: CC(C)(OC(=O)OCc1ccc([N+](=O)[O-])cc1)C1C(=O)N2C1CCOC2(C)C, CC(C)=O, CC(C)O. Yields the product CC(C)(OC(=O)OCc1ccc([N+](=O)[O-])cc1)C1C(=O)NC1CC(=O)O. RXN SMILES: [CH3:1][C:2]1([CH3:28])[N:3]2[C:4](=[O:27])[CH:5]([C:10]([CH3:11])([O:12][C:13](=[O:14])[O:15][CH2:16][c:17]3[cH:18][cH:19][c:20]([N+:23](=[O:24])[O-:25])[cH:21][cH:22]3)[CH3:26])[CH:6]2[CH2:7][CH2:8][O:9]1.[CH3:33][C:34](=[O:35])[CH3:36].[CH:29]([CH3:30])([CH3:31])[OH:32]>>[NH:3]1[C:4](=[O:27])[CH:5]([C:10]([CH3:11])([O:12][C:13](=[O:14])[O:15][CH2:16][c:17]2[cH:18][cH:19][c:20]([N+:23](=[O:24])[O-:25])[cH:21][cH:22]2)[CH3:26])[CH:6]1[CH2:7][C:8](=[O:9])[OH:32]. Reactants: [H-].[Na+] (sodium hydride), CCC(CC(CC)=O)=O (heptane-3,5-dione), C(C)OC(CBr)=O (bromoacetic acid ethyl ester). The solvent is O1CCCC1 (tetrahydrofuran), O1CCCC1 (tetrahydrofuran). Run at temperature 0 celsius, time 1 hour. The product is C(C)OC(CC(C(CC)=O)C(CC)=O)=O (4-oxo-3-propionyl-hexanoic acid ethyl ester). The yield is 76.6%. As a reaction SMILES: [CH3:1][CH2:2][C:3](=[O:9])[CH2:4][C:5](=[O:8])[CH2:6][CH3:7].[H-].[Na+].[CH2:12]([O:14][C:15](=[O:18])[CH2:16]Br)[CH3:13]>O1CCCC1>[CH2:12]([O:14][C:15](=[O:18])[CH2:16][CH:4]([C:3](=[O:9])[CH2:2][CH3:1])[C:5](=[O:8])[CH2:6][CH3:7])[CH3:13] |f:1.2|. Procedure details: Dissolve heptane-3,5-dione (2.5 g, 19.5 mmol) in dry tetrahydrofuran (10 mL) and add the resulting solution dropwise to a chilled (0° C.) suspension of sodium hydride (0.94 g, 23.4 mmol, 60% dispersion in oil) in tetrahydrofuran (20 mL). Stir at 0° C. for 1 hr., then add bromoacetic acid ethyl ester (2.6 mL, 23.4 mmol) dropwise. Stir for 16 hr. at 0° C. and warm to room temperature. Partition the reaction mixture between diethyl ether (100 mL) and saturated aqueous ammonium chloride solution (50...